The task is: describe an organic reaction: reactants, conditions, products, and yield. This data is from the Open Reaction Database (ORD), a public repository of structured organic reaction records. Reactants: OC1=C2CCN(CC2=CC=C1)C (5-hydroxy-2-methyl-1,2,3,4-tetrahydroisoquinoline), C1(=CC=CC=C1)P(C1=CC=CC=C1)C1=CC=CC=C1 (triphenylphosphine), C(C)O (ethanol), O1CCCC1 (tetrahydrofurane). Solvent: ClCCl (dichloromethane). Reaction conditions: time 8 hour. The product is C(C)OC1=C2CCN(CC2=CC=C1)C (5-ethoxy-2-methyl-1,2,3,4-tetrahydroisoquinoline). As a reaction SMILES: [OH:1][C:2]1[CH:11]=[CH:10][CH:9]=[C:8]2[C:3]=1[CH2:4][CH2:5][N:6]([CH3:12])[CH2:7]2.[C:13]1(P(C2C=CC=CC=2)C2C=CC=CC=2)C=CC=C[CH:14]=1.C(O)C.O1CCCC1>ClCCl>[CH2:13]([O:1][C:2]1[CH:11]=[CH:10][CH:9]=[C:8]2[C:3]=1[CH2:4][CH2:5][N:6]([CH3:12])[CH2:7]2)[CH3:14]. Reported procedure: To the solution of 5-hydroxy-2-methyl-1,2,3,4-tetrahydroisoquinoline (0.5 g, 3.07 mmol), triphenylphosphine (1.0 g, 3.83 mmol) and ethanol (0.27 mL, 4.61 mmol) in dry tetrahydrofurane 0.597 mL (3.83 mmol) diethyldiazodicarboxylate was added dropwise. After the reaction mixture was stirred at r.t. overnight, it was diluted with dichloromethane, washed with water, and the product was extracted into dilute aqueous hydrochloric acid solution, which was washed with dichloromethane. The aqueous phase ... Starting materials: COC(\C=C\CCC(C)[C@H]1CC[C@H]2[C@@H]3CC[C@@H]4C[C@@H](CC[C@]4(C)[C@H]3C[C@@H]([C@]12C)OC=O)OC=O)=O (5-(3α,12α-diformyloxy-5β-pregnane-20-yl)-trans-2-pentenoic acid methyl ester). Reagents/catalysts: [Pd] (Pd/C). Run in C(C)(=O)OCC (ethyl acetate). Product: ether-hexane, COC(CCCCC(C)[C@H]1CC[C@H]2[C@@H]3CC[C@@H]4C[C@@H](CC[C@]4(C)[C@H]3C[C@@H]([C@]12C)OC=O)OC=O)=O (5-(3α,12α-diformyloxy-5β-pregnane-20-yl)-pentanoic acid methyl ester). Isolated yield 98.3%. As a reaction SMILES: [CH3:1][O:2][C:3](=[O:35])/[CH:4]=[CH:5]/[CH2:6][CH2:7][CH:8]([C@@H:10]1[C@:27]2([CH3:28])[C@H:13]([C@H:14]3[C@H:24]([CH2:25][C@@H:26]2[O:29][CH:30]=[O:31])[C@:22]2([CH3:23])[C@@H:17]([CH2:18][C@H:19]([O:32][CH:33]=[O:34])[CH2:20][CH2:21]2)[CH2:16][CH2:15]3)[CH2:12][CH2:11]1)[CH3:9]>C(OCC)(=O)C.[Pd]>[CH3:1][O:2][C:3](=[O:35])[CH2:4][CH2:5][CH2:6][CH2:7][CH:8]([C@@H:10]1[C@:27]2([CH3:28])[C@H:13]([C@H:14]3[C@H:24]([CH2:25][C@@H:26]2[O:29][CH:30]=[O:31])[C@:22]2([CH3:23])[C@@H:17]([CH2:18][C@H:19]([O:32][CH:33]=[O:34])[CH2:20][CH2:21]2)[CH2:16][CH2:15]3)[CH2:12][CH2:11]1)[CH3:9]. Procedure details: A mixture of 1 g of 10% Pd/C and 7.6 g of 5-(3α,12α-diformyloxy-5β-pregnane-20-yl)-trans-2-pentenoic acid methyl ester in 100 ml of ethyl acetate was hydrogenated at atmospheric pressure. After completion of the reaction, the catalyst was filtered and the solvent removed under reduced pressure. Trituration of the residue with ether-hexane afforded 7.5 g of 5-(3α,12α-diformyloxy-5β-pregnane-20-yl)-pentanoic acid methyl ester mp 67-72°.